From a dataset of the Open Reaction Database (ORD), a public repository of structured organic reaction records. describe an organic reaction: reactants, conditions, products, and yield Starting materials: O=C1NC(=O)c2ccccc21, CN(C)C=O, CCOC(C)=O, ClCc1ccc(OCCCCc2ccccc2)cc1, [K]. Yields the product O=C1c2ccccc2C(=O)N1Cc1ccc(OCCCCc2ccccc2)cc1. RXN SMILES: [C:20]1(=[O:30])[c:21]2[c:22]([cH:26][cH:27][cH:28][cH:29]2)[C:23](=[O:25])[NH:24]1.[CH3:32][N:33]([CH3:34])[CH:35]=[O:36].[CH3:37][CH2:38][O:39][C:40](=[O:41])[CH3:42].[Cl:1][CH2:2][c:3]1[cH:4][cH:5][c:6]([O:9][CH2:10][CH2:11][CH2:12][CH2:13][c:14]2[cH:15][cH:16][cH:17][cH:18][cH:19]2)[cH:7][cH:8]1.[K:31]>>[CH2:2]([c:3]1[cH:4][cH:5][c:6]([O:9][CH2:10][CH2:11][CH2:12][CH2:13][c:14]2[cH:15][cH:16][cH:17][cH:18][cH:19]2)[cH:7][cH:8]1)[N:24]1[C:20](=[O:30])[c:21]2[c:22]([cH:26][cH:27][cH:28][cH:29]2)[C:23]1=[O:25].